Dataset: the Open Reaction Database (ORD), a public repository of structured organic reaction records. Task: describe an organic reaction: reactants, conditions, products, and yield Reactants: C(C)[C@@H]1N(CCN(C1)C1COC1)C=1C=CC(=NC1)NC1=CC(=CN(C1=O)C)C1=C(C(=NC=C1)N1C(C=2N(C=3CCCCC3C2)CC1)=O)CO ((S)-2-(4-(5-(5-(2-ethyl-4-(oxetan-3-yl)piperazin-1-yl)pyridin-2-ylamino)-1-methyl-6-oxo-1,6-dihydropyridin-3-yl)-3-(hydroxymethyl)pyridin-2-yl)-3,4,6,7,8,9-hexahydropyrazino[1,2-a]indol-1(2H)-one), C(C)(=O)OCC=1C(=NC=CC1C1=NN(C(C(=C1)NC1=NN2C(COCC2)=C1)=O)C)N1C(C=2N(C=3CCCCC3C2)CC1)=O ((4-(5-(6,7-Dihydro-4H-pyrazolo[5,1-c][1,4]oxazin-2-ylamino)-1-methyl-6-oxo-1,6-dihydropyridazin-3-yl)-2-(1-oxo-3,4,6,7,8,9-hexahydropyrazino[1,2-a]indol-2(1H)-yl)pyridin-3-yl)methyl Acetate), [OH-].[Li+] (lithium hydroxide). The product is N1=C(C=C2COCCN21)NC2=CC(=NN(C2=O)C)C2=C(C(=NC=C2)N2C(C=1N(C=3CCCCC3C1)CC2)=O)CO (2-(4-(5-(6,7-Dihydro-4H-pyrazolo[5,1-c][1,4]oxazin-2-ylamino)-1-methyl-6-oxo-1,6-dihydropyridazin-3-yl)-3-(hydroxymethyl)pyridin-2-yl)-3,4,6,7,8,9-hexahydropyrazino[1,2-a]indol-1(2H)-one). The yield is 64.7%. RXN SMILES: C([C@H]1CN(C2COC2)CCN1C1C=CC(NC2C(=O)N(C)C=C(C3C=CN=C(N4CCN5C6CCCCC=6C=C5C4=O)C=3CO)C=2)=NC=1)C.C([O:53][CH2:54][C:55]1[C:56]([N:79]2[CH2:91][CH2:90][N:82]3[C:83]4[CH2:84][CH2:85][CH2:86][CH2:87][C:88]=4[CH:89]=[C:81]3[C:80]2=[O:92])=[N:57][CH:58]=[CH:59][C:60]=1[C:61]1[CH:66]=[C:65]([NH:67][C:68]2[CH:76]=[C:71]3[CH2:72][O:73][CH2:74][CH2:75][N:70]3[N:69]=2)[C:64](=[O:77])[N:63]([CH3:78])[N:62]=1)(=O)C.[OH-].[Li+]>>[N:69]1[N:70]2[C:71]([CH2:72][O:73][CH2:74][CH2:75]2)=[CH:76][C:68]=1[NH:67][C:65]1[C:64](=[O:77])[N:63]([CH3:78])[N:62]=[C:61]([C:60]2[CH:59]=[CH:58][N:57]=[C:56]([N:79]3[CH2:91][CH2:90][N:82]4[C:83]5[CH2:84][CH2:85][CH2:86][CH2:87][C:88]=5[CH:89]=[C:81]4[C:80]3=[O:92])[C:55]=2[CH2:54][OH:53])[CH:66]=1 |f:2.3|. Procedure details: Following the procedures as described for compound 131, hydrolysis of 132b (100 mg 0.171 mmol) with lithium hydroxide afforded 132 as a white solid (60 mg, 65%). LCMS: [M+H]+ 543. 1H NMR (500 MHz, CDCl3) δ 8.55 (d, J=5.0, 1H), 8.01 (s, 1H), 7.94 (s, 1H), 7.43 (d, J=5.5, 1H), 6.87 (s, 1H), 5.97 (s, 1H), 4.80 (s, 2H), 4.58 (s, 3H), 4.47 (s, 1H), 4.15-1.14 (m, 2H), 4.11 (s, 4H), 3.90 (s, 4H), 2.61-2.60 (m, 2H), 2.57 (t, J=6.5, 2H), 1.89-1.91 (m, 2H), 1.79-1.80 (m, 2H) Starting materials: O=C(c1c[nH]c2cc(Cl)ccc12)N1CCC2(CC1)OCc1ccccc12, O=C(CCl)N1CCOCC1. Yields the product O=C(Cn1cc(C(=O)N2CCC3(CC2)OCc2ccccc23)c2ccc(Cl)cc21)N1CCOCC1. As a reaction SMILES: [Cl:1][c:2]1[cH:3][cH:4][c:5]2[c:6]([C:11](=[O:12])[N:13]3[CH2:14][CH2:15][C:16]4([O:17][CH2:18][c:19]5[c:20]4[cH:21][cH:22][cH:23][cH:24]5)[CH2:25][CH2:26]3)[cH:7][nH:8][c:9]2[cH:10]1.[Cl:27][CH2:28][C:29](=[O:30])[N:31]1[CH2:32][CH2:33][O:34][CH2:35][CH2:36]1>>[Cl:1][c:2]1[cH:3][cH:4][c:5]2[c:6]([C:11](=[O:12])[N:13]3[CH2:14][CH2:15][C:16]4([O:17][CH2:18][c:19]5[c:20]4[cH:21][cH:22][cH:23][cH:24]5)[CH2:25][CH2:26]3)[cH:7][n:8]([CH2:28][C:29](=[O:30])[N:31]3[CH2:32][CH2:33][O:34][CH2:35][CH2:36]3)[c:9]2[cH:10]1. Reactants: CCOC(C)=O, CCCCCC, CCC(O)c1c(C)c(NC(=O)CC(C)(C)C)c(C)c2c1OCC2c1ccc(C(C)C)cc1. Product: CCCc1c(C)c(NC(=O)CC(C)(C)C)c(C)c2c1OCC2c1ccc(C(C)C)cc1. As a reaction SMILES: [C:39]([O:40][CH2:41][CH3:42])(=[O:43])[CH3:44].[CH3:33][CH2:34][CH2:35][CH2:36][CH2:37][CH3:38].[OH:1][CH:2]([CH2:3][CH3:4])[c:5]1[c:6]([CH3:32])[c:7]([NH:24][C:25]([CH2:26][C:27]([CH3:28])([CH3:29])[CH3:30])=[O:31])[c:8]([CH3:23])[c:9]2[c:13]1[O:12][CH2:11][CH:10]2[c:14]1[cH:15][cH:16][c:17]([CH:20]([CH3:21])[CH3:22])[cH:18][cH:19]1>>[CH2:2]([CH2:3][CH3:4])[c:5]1[c:6]([CH3:32])[c:7]([NH:24][C:25]([CH2:26][C:27]([CH3:28])([CH3:29])[CH3:30])=[O:31])[c:8]([CH3:23])[c:9]2[c:13]1[O:12][CH2:11][CH:10]2[c:14]1[cH:15][cH:16][c:17]([CH:20]([CH3:21])[CH3:22])[cH:18][cH:19]1. Starting materials: CC=1N=NC(=CC1)C(F)(F)F (3-methyl-6-(trifluoromethyl)pyridazine), BrN1C(CCC1=O)=O (N-bromosuccinimide), N(=NC(C#N)(C)C)C(C#N)(C)C (azobisisobutyronitrile). Run in C(Cl)(Cl)(Cl)Cl (CCl4). Yields the product BrCC=1N=NC(=CC1)C(F)(F)F (3-(Bromomethyl)-6-(trifluoromethyl)pyridazine). Yield: 13.5%. As a reaction SMILES: [CH3:1][C:2]1[N:3]=[N:4][C:5]([C:8]([F:11])([F:10])[F:9])=[CH:6][CH:7]=1.[Br:12]N1C(=O)CCC1=O.N(C(C)(C)C#N)=NC(C)(C)C#N>C(Cl)(Cl)(Cl)Cl>[Br:12][CH2:1][C:2]1[N:3]=[N:4][C:5]([C:8]([F:9])([F:11])[F:10])=[CH:6][CH:7]=1. Procedure details: A mixture of 3-methyl-6-(trifluoromethyl)pyridazine (70 mg), N-bromosuccinimide (84 mg), azobisisobutyronitrile (14.1 mg), and CCl4 (3 ml) was heated under reflux for 2 days. The solvent was evaporated to dryness under vacuum. The residue obtained was purified by chromatography column on silica gel (AIT, Flashsmart BP-SUP, 20-40 μm) using a mixture of EtOAc/hexane as eluent to give 14 mg (14%) of the title compound along with 15.3 mg (11%) of the dibrominated derivative. Reactants: CC(C)(C)OC(=O)NC(CCOc1cccc(C#N)c1)C(=O)OCc1ccccc1, CN(C)C(=O)c1ccc(C(=O)NC(CCOc2cccc(C#N)c2)C(=O)OCc2ccccc2)cc1. The product is CN(C)C(=O)c1ccc(C(=O)O)cc1. RXN SMILES: [C:1]([O:5][C:2]([NH:3][CH:4]([CH2:6][CH2:7][O:8][c:9]1[cH:10][cH:11][cH:12][c:13]([C:14]#[N:15])[cH:16]1)[C:17]([O:18][CH2:19][c:20]1[cH:21][cH:22][cH:23][cH:24][cH:25]1)=[O:26])=[O:27])([CH3:28])([CH3:29])[CH3:30].[CH3:31][N:32]([C:33](=[O:34])[c:35]1[cH:36][cH:37][c:38]([C:39](=[O:40])[NH:41][CH:42]([CH2:43][CH2:44][O:45][c:46]2[cH:47][cH:48][cH:49][c:50]([C:51]#[N:52])[cH:53]2)[C:54]([O:55][CH2:56][c:57]2[cH:58][cH:59][cH:60][cH:61][cH:62]2)=[O:63])[cH:64][cH:65]1)[CH3:66]>>[O:5]=[C:39]([c:38]1[cH:37][cH:36][c:35]([C:33]([N:32]([CH3:31])[CH3:66])=[O:34])[cH:65][cH:64]1)[OH:40]. Starting materials: CO, COC(=O)c1ccc(-n2cnc3c(NC4CC4)nc(C(F)(F)F)nc32)cc1, [K+], [OH-], O=C(O)C(F)(F)F. The product is O=C(O)c1ccc(-n2cnc3c(NC4CC4)nc(C(F)(F)F)nc32)cc1. As a reaction SMILES: [CH3:37][OH:38].[CH:1]1([NH:4][c:5]2[c:6]3[n:7][cH:8][n:9](-[c:18]4[cH:19][cH:20][c:21]([C:24](=[O:25])[O:26][CH3:27])[cH:22][cH:23]4)[c:10]3[n:11][c:12]([C:14]([F:15])([F:16])[F:17])[n:13]2)[CH2:2][CH2:3]1.[K+:29].[OH-:28].[OH:30][C:31]([C:32]([F:33])([F:34])[F:35])=[O:36]>>[CH:1]1([NH:4][c:5]2[c:6]3[n:7][cH:8][n:9](-[c:18]4[cH:19][cH:20][c:21]([C:24](=[O:25])[OH:26])[cH:22][cH:23]4)[c:10]3[n:11][c:12]([C:14]([F:15])([F:16])[F:17])[n:13]2)[CH2:2][CH2:3]1. Starting materials: CCNCC, Cc1ccccc1, C[Al](C)C, COC(=O)Cc1nn(-c2ccccc2)c(=O)c2c1c1ccc(Cl)cc1n2C, ClCCl, O. The product is CCN(CC)C(=O)Cc1nn(-c2ccccc2)c(=O)c2c1c1ccc(Cl)cc1n2C. RXN SMILES: [CH2:1]([CH3:2])[NH:3][CH2:4][CH3:5].[CH3:38][c:39]1[cH:40][cH:41][cH:42][cH:43][cH:44]1.[CH3:6][Al:7]([CH3:8])[CH3:9].[Cl:10][c:11]1[cH:12][cH:13][c:14]2[c:15]3[c:16]([n:17]([CH3:20])[c:18]2[cH:19]1)[c:21](=[O:36])[n:22](-[c:30]1[cH:31][cH:32][cH:33][cH:34][cH:35]1)[n:23][c:24]3[CH2:25][C:26](=[O:27])[O:28][CH3:29].[Cl:45][CH2:46][Cl:47].[OH2:37]>>[CH2:1]([CH3:2])[N:3]([CH2:4][CH3:5])[C:26]([CH2:25][c:24]1[c:15]2[c:14]3[cH:13][cH:12][c:11]([Cl:10])[cH:19][c:18]3[n:17]([CH3:20])[c:16]2[c:21](=[O:36])[n:22](-[c:30]2[cH:31][cH:32][cH:33][cH:34][cH:35]2)[n:23]1)=[O:27]. Reactants: C1CCNC1, CCO, Cc1ccccc1Nc1nc(Cl)nc2ccccc12. Product: Cc1ccccc1Nc1nc(N2CCCC2)nc2ccccc12. As a reaction SMILES: [CH2:20]1[CH2:21][CH2:22][NH:23][CH2:24]1.[CH3:25][CH2:26][OH:27].[Cl:1][c:2]1[n:3][c:4]2[cH:5][cH:6][cH:7][cH:8][c:9]2[c:10]([NH:12][c:13]2[c:14]([CH3:19])[cH:15][cH:16][cH:17][cH:18]2)[n:11]1>>[c:2]1([N:23]2[CH2:22][CH2:21][CH2:20][CH2:24]2)[n:3][c:4]2[cH:5][cH:6][cH:7][cH:8][c:9]2[c:10]([NH:12][c:13]2[c:14]([CH3:19])[cH:15][cH:16][cH:17][cH:18]2)[n:11]1. The reactants are CSCC=1C=CC=C2C=CNC12 (7-[(Methylsulfanyl)methyl]-1H-indole), C1(CC1)C(C)(O)C1=CC2=C(OC(O2)(F)F)C=C1 (1-Cyclopropyl-1-(2,2-difluoro-1,3-benzodioxol-5-yl)ethanol), C1(CC1)C(C)(C1=CC(=C(C=C1)OC)F)C1=CNC2=C(C=CC=C12)CSC (3-[1-Cyclopropyl-1-(3-fluoro-4-methoxyphenyl)ethyl]-7-[(methylsulfanyl)methyl]-1H-indole). Product: C1(CC1)C(C)(C1=CC2=C(OC(O2)(F)F)C=C1)C1=CNC2=C(C=CC=C12)CSC (3-[1-Cyclopropyl-1-(2,2-difluoro-1,3-benzodioxol-5-yl)ethyl]-7-[(methylsulfanyl)methyl]-1H-indole). As a reaction SMILES: [CH3:1][S:2][CH2:3][C:4]1[CH:5]=[CH:6][CH:7]=[C:8]2[C:12]=1[NH:11][CH:10]=[CH:9]2.[CH:13]1([C:16]([C:19]2[CH:29]=[CH:28][C:22]3[O:23][C:24]([F:27])([F:26])[O:25][C:21]=3[CH:20]=2)(O)[CH3:17])[CH2:15][CH2:14]1.C1(C(C2C3C(=C(CSC)C=CC=3)NC=2)(C2C=CC(OC)=C(F)C=2)C)CC1>>[CH:13]1([C:16]([C:9]2[C:8]3[C:12](=[C:4]([CH2:3][S:2][CH3:1])[CH:5]=[CH:6][CH:7]=3)[NH:11][CH:10]=2)([C:19]2[CH:29]=[CH:28][C:22]3[O:23][C:24]([F:26])([F:27])[O:25][C:21]=3[CH:20]=2)[CH3:17])[CH2:15][CH2:14]1. Procedure details: The title compound was prepared starting from 32 mg (0.18 mmol) of the compound from Example 8A and 43 mg (0.18 mmol) of the compound from Example 144A in analogy to the synthesis of the compound from Example 186. 38 mg (53% of theory) of the target compound were obtained. The reactants are [Br-], [Br-], [Br-], COc1cc(Br)cc(C(C)=O)c1, C1CCOC1, CO, O, C[N+](C)(C)c1ccccc1, C[N+](C)(C)c1ccccc1, C[N+](C)(C)c1ccccc1. Product: COc1cc(Br)cc(C(=O)CBr)c1. As a reaction SMILES: [Br-:13].[Br-:14].[Br-:15].[Br:1][c:2]1[cH:3][c:4]([C:10]([CH3:11])=[O:12])[cH:5][c:6]([O:8][CH3:9])[cH:7]1.[CH2:49]1[O:50][CH2:51][CH2:52][CH2:53]1.[CH3:47][OH:48].[OH2:46].[c:16]1([N+:17]([CH3:18])([CH3:19])[CH3:20])[cH:21][cH:22][cH:23][cH:24][cH:25]1.[c:26]1([N+:27]([CH3:28])([CH3:29])[CH3:30])[cH:31][cH:32][cH:33][cH:34][cH:35]1.[c:36]1([N+:37]([CH3:38])([CH3:39])[CH3:40])[cH:41][cH:42][cH:43][cH:44][cH:45]1>>[Br:1][c:2]1[cH:3][c:4]([C:10]([CH2:11][Br:13])=[O:12])[cH:5][c:6]([O:8][CH3:9])[cH:7]1.